This data is from the Open Reaction Database (ORD), a public repository of structured organic reaction records. The task is: describe an organic reaction: reactants, conditions, products, and yield Reactants: [Al+3].[Cl-].[Cl-].[Cl-] (AlCl3), C(C1=CC=CC=C1)N1C2=CC=CC=C2C=2C=C(C=CC12)C=O (9-benzyl-9H-carbazole-3-carbaldehyde). Solvent: ClCCCl (1,2-dichloroethane). Conditions: time 2 hour. The product is C1=CC(=CC=2C3=CC=CC=C3NC12)C=O (9H-carbazole-3-carbaldehyde). Yield: 39.9%. As a reaction SMILES: [Al+3].[Cl-].[Cl-].[Cl-].C([N:12]1[C:24]2[CH:23]=[CH:22][C:21]([CH:25]=[O:26])=[CH:20][C:19]=2[C:18]2[C:13]1=[CH:14][CH:15]=[CH:16][CH:17]=2)C1C=CC=CC=1>ClCCCl>[CH:23]1[C:24]2[NH:12][C:13]3[C:18](=[CH:17][CH:16]=[CH:15][CH:14]=3)[C:19]=2[CH:20]=[C:21]([CH:25]=[O:26])[CH:22]=1 |f:0.1.2.3|. Procedure details: A 250-mL round-bottomed flask was charged with a solution of AlCl3 (9.26 g, 69.45 mmol, 20.00 equiv, 99%) in 1,2-dichloroethane (150 mL). To this was added 9-benzyl-9H-carbazole-3-carbaldehyde (1 g, 3.47 mmol, 1.00 equiv, 99%) in several batches at room temperature over 5 minutes. The resulting mixture was stirred for 2 hours at room temperature. The reaction was then quenched by the addition of H2O/ice (100 mL). The solids were filtered out. The resulting solution was extracted with DCM (3×100 ... The reactants are [Cl-].CC1=C(SC(=C1)OC)C[P+](C1=CC=CC=C1)(C1=CC=CC=C1)C1=CC=CC=C1 ((3-methyl-5-methoxy-2-thenyl)triphenyl phosphonium chloride), C(C)OC(C=C(C=CC=C(C)C=O)C)=O (ethyl-7-formyl-3-mehtyl-2,4,6-octatrienoate), C1CCCO1 (butylene oxide). Run in C1(=CC=CC=C1)C (toluene). Yields the product C(C)OC(C=C(\C=C\C=C(C=CC=1SC(=CC1C)OC)C)C)=O (trans-3,7-dimethyl-9-(3-methyl-5-methoxy-2-thienyl)-2,4,6,8-nonatetraenoic acid ethyl ester). Reaction SMILES: [Cl-].[CH3:2][C:3]1[CH:7]=[C:6]([O:8][CH3:9])[S:5][C:4]=1[CH2:10][P+](C1C=CC=CC=1)(C1C=CC=CC=1)C1C=CC=CC=1.[CH2:30]([O:32][C:33](=[O:44])[CH:34]=[C:35]([CH3:43])[CH:36]=[CH:37][CH:38]=[C:39]([CH:41]=O)[CH3:40])[CH3:31].C1OCCC1>C1(C)C=CC=CC=1>[CH2:30]([O:32][C:33](=[O:44])[CH:34]=[C:35]([CH3:43])/[CH:36]=[CH:37]/[CH:38]=[C:39]([CH3:41])[CH:40]=[CH:10][C:4]1[S:5][C:6]([O:8][CH3:9])=[CH:7][C:3]=1[CH3:2])[CH3:31] |f:0.1|. Procedure: A suspension of 5.9 g. (13.5 mmol) of (3-methyl-5-methoxy-2-thenyl)triphenyl phosphonium chloride and 2.81 g. (13.5 mmol) of ethyl-7-formyl-3-mehtyl-2,4,6-octatrienoate in 70 ml. of butylene oxide and 200 ml. of toluene was heated to 100° C. for 14 hrs. The resulting clear solution was cooled, poured into 500 ml. of a methanol/water mixture (6:4) and extracted with hexane. The combined hexane extracts were washed with methanol/water (6:4), dried and evaporated. The resulting crude, oily material... Reactants: NC1=C(C=C(C=C1)C=1CCC(NN1)=O)[N+](=O)[O-] (6-(4'-amino-3'-nitro-phenyl)-4,5-dihydro-3(2H)-pyridazinone). The reagents and catalysts are [Pt](=O)=O (platinum dioxide). Run in C(C)O (ethanol). Product: NC=1C=C(C=CC1N)C=1CCC(NN1)=O (6-(3',4'-Diamino-phenyl)-4,5-dihydro-3(2H)-pyridazinone). As a reaction SMILES: [NH2:1][C:2]1[CH:7]=[CH:6][C:5]([C:8]2[CH2:9][CH2:10][C:11](=[O:14])[NH:12][N:13]=2)=[CH:4][C:3]=1[N+:15]([O-])=O>C(O)C.[Pt](=O)=O>[NH2:15][C:3]1[CH:4]=[C:5]([C:8]2[CH2:9][CH2:10][C:11](=[O:14])[NH:12][N:13]=2)[CH:6]=[CH:7][C:2]=1[NH2:1]. Procedure: 4.68 gm of 6-(4'-amino-3'-nitro-phenyl)-4,5-dihydro-3(2H)-pyridazinone werehydrogenated in 500 ml of ethanol at 40° C. for 4 hours in the presence of 1 gm of platinum dioxide at 5 atmospheres. Thereafter, the solution was cooled and filtered, and the filter cake was boiled with a mixture of 4 parts of isopropanol and 1 part of water. The resulting mixture was filtered, and upon cooling, the desired product crystallized out of the filtrate; m.p. 226° C.